From a dataset of the Open Reaction Database (ORD), a public repository of structured organic reaction records. describe an organic reaction: reactants, conditions, products, and yield Reactants: CC(C)(C)OC(=O)N1CC(c2c[nH]c3ccccc23)C(c2cn3c4c(cccc24)CCC3)C1, CCN(C(C)C)C(C)C, ClCCl, Cl, C1COCCO1, O=S(=O)(Cl)c1ccccc1. Reaction SMILES: [C:1]([O:2][C:3](=[O:4])[N:8]1[CH2:9][CH:10]([c:22]2[cH:23][n:24]3[c:33]4[c:28]([cH:29][cH:30][cH:31][c:32]24)[CH2:27][CH2:26][CH2:25]3)[CH:11]([c:13]2[cH:14][nH:15][c:16]3[cH:17][cH:18][cH:19][cH:20][c:21]23)[CH2:12]1)([CH3:5])([CH3:6])[CH3:7].[CH:41]([N:42]([CH2:43][CH3:44])[CH:45]([CH3:46])[CH3:47])([CH3:48])[CH3:49].[Cl:60][CH2:61][Cl:62].[ClH:34].[O:35]1[CH2:36][CH2:37][O:38][CH2:39][CH2:40]1.[c:50]1([S:56](=[O:57])(=[O:58])[Cl:59])[cH:51][cH:52][cH:53][cH:54][cH:55]1>>[N:8]1([S:56]([c:50]2[cH:51][cH:52][cH:53][cH:54][cH:55]2)(=[O:57])=[O:58])[CH2:9][CH:10]([c:22]2[cH:23][n:24]3[c:33]4[c:28]([cH:29][cH:30][cH:31][c:32]24)[CH2:27][CH2:26][CH2:25]3)[CH:11]([c:13]2[cH:14][nH:15][c:16]3[cH:17][cH:18][cH:19][cH:20][c:21]23)[CH2:12]1. Yields the product O=S(=O)(c1ccccc1)N1CC(c2c[nH]c3ccccc23)C(c2cn3c4c(cccc24)CCC3)C1. The reactants are ClC1=C(C=O)C=C(C=C1)CCO (2-Chloro-5-(2-hydroxyethyl)benzaldehyde), C([O-])(O)=O.[Na+] (sodium bicarbonate), FC(C(=O)O)(F)F.C(C)(C)C=1SC=C(N1)C(=O)N1CCOC2(C1)CCNCC2 ((2-Isopropylthiazol-4-yl)(1-oxa-4,9-diazaspiro[5.5]undecan-4-yl)methanone trifluoroacetate), C(C)(=O)O[BH-](OC(C)=O)OC(C)=O.[Na+] (sodium triacetoxyborohydride). Solvent: CN1CCCC1=O (NMP), CN1CCCC1=O (NMP), C(C)(=O)O (acetic acid). Run at time 5 minute. The product is ClC1=C(CN2CCC3(CN(CCO3)C(=O)C=3N=C(SC3)C(C)C)CC2)C=C(C=C1)CCO ((9-(2-Chloro-5-(2-hydroxyethyl)benzyl)-1-oxa-4,9-diazaspiro[5.5]undecan-4-yl)(2-isopropylthiazol-4-yl)methanone). As a reaction SMILES: FC(F)(F)C(O)=O.[CH:8]([C:11]1[S:12][CH:13]=[C:14]([C:16]([N:18]2[CH2:23][C:22]3([CH2:28][CH2:27][NH:26][CH2:25][CH2:24]3)[O:21][CH2:20][CH2:19]2)=[O:17])[N:15]=1)([CH3:10])[CH3:9].[Cl:29][C:30]1[CH:37]=[CH:36][C:35]([CH2:38][CH2:39][OH:40])=[CH:34][C:31]=1[CH:32]=O.C(O[BH-](OC(=O)C)OC(=O)C)(=O)C.[Na+].C(=O)(O)[O-].[Na+]>CN1C(=O)CCC1.C(O)(=O)C>[Cl:29][C:30]1[CH:37]=[CH:36][C:35]([CH2:38][CH2:39][OH:40])=[CH:34][C:31]=1[CH2:32][N:26]1[CH2:25][CH2:24][C:22]2([O:21][CH2:20][CH2:19][N:18]([C:16]([C:14]3[N:15]=[C:11]([CH:8]([CH3:10])[CH3:9])[S:12][CH:13]=3)=[O:17])[CH2:23]2)[CH2:28][CH2:27]1 |f:0.1,3.4,5.6|. Procedure details: A solution of (2-isopropylthiazol-4-yl)(1-oxa-4,9-diazaspiro[5.5]undecan-4-yl)methanone trifluoroacetate (example 22, step b) (0.294 g) in NMP (2 mL) was treated with acetic acid (0.039 mL) and stirred for 5 minutes. A solution of 2-chloro-5-(2-hydroxyethyl)benzaldehyde (example 61, step c) (0.189 g) in NMP (3 mL) was then added, the resulting solution was stirred for 1 hour and was then treated with sodium triacetoxyborohydride (0.217 g). The mixture was stirred overnight at room temperature, t... Starting materials: N#Cc1cccc(C(=O)O)c1, CCN=C=NCCCN(C)C, COc1ccc(C2(O)CCC(N3CC(NC(=O)CN)C3)CC2)cn1. Yields the product COc1ccc(C2(O)CCC(N3CC(NC(=O)CNC(=O)c4cccc(C#N)c4)C3)CC2)cn1. Reaction SMILES: [C:25](#[N:26])[c:27]1[cH:28][c:29]([C:30](=[O:31])[OH:32])[cH:33][cH:34][cH:35]1.[CH3:36][CH2:37][N:38]=[C:39]=[N:40][CH2:41][CH2:42][CH2:43][N:44]([CH3:45])[CH3:46].[NH2:1][CH2:2][C:3](=[O:4])[NH:5][CH:6]1[CH2:7][N:8]([CH:10]2[CH2:11][CH2:12][C:13]([c:16]3[cH:17][n:18][c:19]([O:22][CH3:23])[cH:20][cH:21]3)([OH:24])[CH2:14][CH2:15]2)[CH2:9]1>>[NH:1]([CH2:2][C:3](=[O:4])[NH:5][CH:6]1[CH2:7][N:8]([CH:10]2[CH2:11][CH2:12][C:13]([c:16]3[cH:17][n:18][c:19]([O:22][CH3:23])[cH:20][cH:21]3)([OH:24])[CH2:14][CH2:15]2)[CH2:9]1)[C:30]([c:29]1[cH:28][c:27]([C:25]#[N:26])[cH:35][cH:34][cH:33]1)=[O:31]. The solvent is CO (methanol). The reactants are C1(=CC=C(C=C1)S(=O)(=O)[O-])C.[NH+]1=CC=CC=C1 (Pyridinium p-toluenesulfonate), C(N)(=O)OC\1C(CCC(CC(=O)OC(C(/C=C1)C)\C(=C\C=C\C(CC1C(C(C(CC)OC(C)OCC)C)O1)C)\C)OC(C)OCC)(C)OC(C)OCC ((8E,12E,14E)-7-carbamoyloxy-3,6,21-tri(1-ethoxyethoxy)-6,10,12,16,20-pentamethyl-18,19-epoxytricosa-8,12,14-trien-11-olide). Run at time 3 hour. Reported procedure: Pyridinium p-toluenesulfonate (1.2 mg, 4.8 μmol) was added to a solution of (8E,12E,14E)-7-carbamoyloxy-3,6,21-tri(1-ethoxyethoxy)-6,10,12,16,20-pentamethyl-18,19-epoxytricosa-8,12,14-trien-11-olide (3.6 mg, 4.77 μmol) in methanol (1 mL), followed by stirring at room temperature for 3 hours. The reaction mixture was evaporated, ethyl acetate, water and a saturated sodium bicarbonate aqueous solution were added to the resulting residue, and the mixture was extracted with ethyl acetate. The result... Yield: 74.1%. The product is C(N)(=O)OC\1C(CCC(CC(=O)OC(C(/C=C1)C)\C(=C\C=C\C(CC1C(C(C(CC)O)C)O1)C)\C)O)(C)O ((8E,12E,14E)-7-Carbamoyloxy-3,6,21-trihydroxy-6,10,12,16,20-pentamethyl-18,19-epoxytricosa-8,12,14-trien-11-olide). RXN SMILES: C1(C)C=CC(S([O-])(=O)=O)=CC=1.[NH+]1C=CC=CC=1.[C:18]([O:21][CH:22]1[C:23]([O:65]C(OCC)C)([CH3:64])[CH2:24][CH2:25][CH:26]([O:58]C(OCC)C)[CH2:27][C:28]([O:30][CH:31](/[C:36](/[CH3:57])=[CH:37]/[CH:38]=[CH:39]/[CH:40]([CH3:56])[CH2:41][CH:42]2[O:55][CH:43]2[CH:44]([CH3:54])[CH:45]([O:48]C(OCC)C)[CH2:46][CH3:47])[CH:32]([CH3:35])[CH:33]=[CH:34]1)=[O:29])(=[O:20])[NH2:19]>CO>[C:18]([O:21][CH:22]1[C:23]([OH:65])([CH3:64])[CH2:24][CH2:25][CH:26]([OH:58])[CH2:27][C:28]([O:30][CH:31](/[C:36](/[CH3:57])=[CH:37]/[CH:38]=[CH:39]/[CH:40]([CH3:56])[CH2:41][CH:42]2[O:55][CH:43]2[CH:44]([CH3:54])[CH:45]([OH:48])[CH2:46][CH3:47])[CH:32]([CH3:35])[CH:33]=[CH:34]1)=[O:29])(=[O:20])[NH2:19] |f:0.1|. Starting materials: ClC=1C(=CC(=NC1)C(=O)O)OCC1CC1 (5-chloro-4-cyclopropylmethoxy-pyridine-2-carboxylic acid), NCC1(CCCC1)CO (1-(aminomethyl)-cyclopentanemethanol). Yields the product OCC1(CCCC1)CNC(=O)C1=NC=C(C(=C1)OCC1CC1)Cl (5-Chloro-4-cyclopropylmethoxy-pyridine-2-carboxylic acid (1-hydroxymethyl-cyclopentylmethyl)-amide). As a reaction SMILES: [Cl:1][C:2]1[C:3]([O:11][CH2:12][CH:13]2[CH2:15][CH2:14]2)=[CH:4][C:5]([C:8]([OH:10])=O)=[N:6][CH:7]=1.[NH2:16][CH2:17][C:18]1([CH2:23][OH:24])[CH2:22][CH2:21][CH2:20][CH2:19]1>>[OH:24][CH2:23][C:18]1([CH2:17][NH:16][C:8]([C:5]2[CH:4]=[C:3]([O:11][CH2:12][CH:13]3[CH2:15][CH2:14]3)[C:2]([Cl:1])=[CH:7][N:6]=2)=[O:10])[CH2:22][CH2:21][CH2:20][CH2:19]1. Procedure details: The title compound was synthesized in analogy to Example 12d, using 5-chloro-4-cyclopropylmethoxy-pyridine-2-carboxylic acid and 1-(aminomethyl)-cyclopentanemethanol (CAN 2239-31-8) as starting materials and isolated (35 mg, quant.) as colorless oil; LC-MS (UV peak area, m/z) 100%, 339.1470 (MH+).